describe an organic reaction: reactants, conditions, products, and yield From a dataset of the Open Reaction Database (ORD), a public repository of structured organic reaction records. Reactants: COC(C1=C(C(=CC=C1)OC)OCCCN1CCC(CC1)C(C1=CC=C(C=C1)F)C1=CC=C(C=C1)F)=O (3-[4-[bis(4-fluorophenyl)methyl]-1-piperidinyl]-propoxy-3-methoxybenzoic acid methyl ester), C(C)O (ethanol), [OH-].[K+] (potassium hydroxide). Reported procedure: A solution of 4-[3-[4-[bis(4-fluorophenyl)methyl]-1-piperidinyl]-propoxy-3-methoxybenzoic acid methyl ester (18.58 g, 0.0365 mole) in 400 ml of ethanol was heated for 6 hr at reflux with potassium hydroxide (16.8 g) in 50 ml of water. The ethanol was removed by rotary evaporation. Next, 1N sulfuric acid (~200 ml) was added. The aqueous phase was made neutral to litmus paper by the addition of 5% sodium hydroxide. The neutral aqueous layer was extracted several times with chloroform. The chlorofo... Run in O (water). RXN SMILES: C[O:2]C(=O)[C:4]1[CH:9]=[CH:8][CH:7]=[C:6]([O:10][CH3:11])[C:5]=1[O:12][CH2:13][CH2:14][CH2:15][N:16]1[CH2:21][CH2:20][CH:19]([CH:22]([C:30]2[CH:35]=[CH:34][C:33]([F:36])=[CH:32][CH:31]=2)[C:23]2[CH:28]=[CH:27][C:26]([F:29])=[CH:25][CH:24]=2)[CH2:18][CH2:17]1.[OH-:38].[K+].[CH2:40]([OH:42])C>O>[OH2:2].[F:36][C:33]1[CH:32]=[CH:31][C:30]([CH:22]([C:23]2[CH:28]=[CH:27][C:26]([F:29])=[CH:25][CH:24]=2)[CH:19]2[CH2:18][CH2:17][N:16]([CH2:15][CH2:14][CH2:13][O:12][C:5]3[CH:4]=[CH:9][C:8]([C:40]([OH:42])=[O:38])=[CH:7][C:6]=3[O:10][CH3:11])[CH2:21][CH2:20]2)=[CH:35][CH:34]=1 |f:1.2,5.6|. Conditions: temperature 0 celsius. Yields the product O.FC1=CC=C(C=C1)C(C1CCN(CC1)CCCOC1=C(C=C(C(=O)O)C=C1)OC)C1=CC=C(C=C1)F (4-[3-[4-[Bis(4-fluorophenyl)methyl]-1-piperidinyl]propoxy]-3-methoxybenzoic acid hydrate). Isolated yield 61.8%.